From a dataset of the Open Reaction Database (ORD), a public repository of structured organic reaction records. describe an organic reaction: reactants, conditions, products, and yield Starting materials: ClC1=NC=C(C=C1)C1=CC(=CC=C1)F (2-chloro-5-(3-fluorophenyl)pyridine), C(C)(C)N1CCNCC1 (1-isopropylpiperazine). The product is Cl.FC=1C=C(C=CC1)C=1C=CC(=NC1)N1CCN(CC1)C(C)C (1-[5-(3-Fluorophenyl)pyridin-2-yl]-4-isopropylpiperazine, hydrochloride). Reaction SMILES: [Cl:1][C:2]1[CH:7]=[CH:6][C:5]([C:8]2[CH:13]=[CH:12][CH:11]=[C:10]([F:14])[CH:9]=2)=[CH:4][N:3]=1.[CH:15]([N:18]1[CH2:23][CH2:22][NH:21][CH2:20][CH2:19]1)([CH3:17])[CH3:16]>>[ClH:1].[F:14][C:10]1[CH:9]=[C:8]([C:5]2[CH:6]=[CH:7][C:2]([N:21]3[CH2:22][CH2:23][N:18]([CH:15]([CH3:17])[CH3:16])[CH2:19][CH2:20]3)=[N:3][CH:4]=2)[CH:13]=[CH:12][CH:11]=1 |f:2.3|. Procedure details: The title compound was prepared by a similar procedure to that described in Example 1, starting from 2-chloro-5-(3-fluorophenyl)pyridine and 1-isopropylpiperazine. Starting materials: BrCC1=CC=C(C=C1)CCN1C(C=C(C=C1)OCC1=C(C=CC=C1)F)=O (1-[2-(4-Bromomethyl-phenyl)-ethyl]-4-(2-fluoro-benzyloxy)-1H-pyridin-2-one), N1CCCC1 (pyrrolidine). Solvent: CN(C)C=O (DMF). Run at time 8 hour. The product is FC1=C(COC2=CC(N(C=C2)CCC2=CC=C(C=C2)CN2CCCC2)=O)C=CC=C1 (4-(2-Fluoro-benzyloxy)-1-[2-(4-pyrrolidin-1-ylmethyl-phenyl)-ethyl]-1H-pyridin-2-one). As a reaction SMILES: Br[CH2:2][C:3]1[CH:8]=[CH:7][C:6]([CH2:9][CH2:10][N:11]2[CH:16]=[CH:15][C:14]([O:17][CH2:18][C:19]3[CH:24]=[CH:23][CH:22]=[CH:21][C:20]=3[F:25])=[CH:13][C:12]2=[O:26])=[CH:5][CH:4]=1.[NH:27]1[CH2:31][CH2:30][CH2:29][CH2:28]1>CN(C=O)C>[F:25][C:20]1[CH:21]=[CH:22][CH:23]=[CH:24][C:19]=1[CH2:18][O:17][C:14]1[CH:15]=[CH:16][N:11]([CH2:10][CH2:9][C:6]2[CH:7]=[CH:8][C:3]([CH2:2][N:27]3[CH2:31][CH2:30][CH2:29][CH2:28]3)=[CH:4][CH:5]=2)[C:12](=[O:26])[CH:13]=1. Reported procedure: To 80 mg (0.19 mmol) 1-[2-(4-Bromomethyl-phenyl)-ethyl]-4-(2-fluoro-benzyloxy)-1H-pyridin-2-one (example 9.1b) in 1.5 mL DMF is added at RT 63 μL (0.77 mmol) pyrrolidine. The reaction mixture is stirred overnight at RT and is directly transferred to a reverse HPLC for purification (Zorbax stable bond, C18; water (0.15% formic acid)/acetonitrile 95:5 to 10:90). The reactants are COC(=O)c1cccc2[nH]c(-c3n[nH]c4ncc(-c5cncc6ccccc56)cc34)nc12, CO, Cl, [Na+], [OH-]. The product is O=C(O)c1cccc2[nH]c(-c3n[nH]c4ncc(-c5cncc6ccccc56)cc34)nc12. RXN SMILES: [CH3:1][O:2][C:3](=[O:4])[c:5]1[cH:6][cH:7][cH:8][c:9]2[nH:10][c:11](-[c:14]3[n:15][nH:16][c:17]4[n:18][cH:19][c:20](-[c:23]5[cH:24][n:25][cH:26][c:27]6[cH:28][cH:29][cH:30][cH:31][c:32]56)[cH:21][c:22]34)[n:12][c:13]12.[CH3:36][OH:37].[ClH:35].[Na+:34].[OH-:33]>>[O:2]=[C:3]([OH:4])[c:5]1[cH:6][cH:7][cH:8][c:9]2[nH:10][c:11](-[c:14]3[n:15][nH:16][c:17]4[n:18][cH:19][c:20](-[c:23]5[cH:24][n:25][cH:26][c:27]6[cH:28][cH:29][cH:30][cH:31][c:32]56)[cH:21][c:22]34)[n:12][c:13]12. Starting materials: BrN1C(CCC1=O)=O (N-bromosuccinimide), COCOC1=CC(=CC(=C1)CCOC)OCOC (1,3-Bis(methoxymethoxy)-5-(2-methoxyethyl)benzene), O (water). Run in CN(C=O)C (N,N-dimethylformamide). Reaction conditions: temperature 4 celsius, time 1 hour. The product is COCOC=1C(=C(C=C(C1)OCOC)CCOC)Br (3,5-bis(methoxymethoxy)-2-bromo-1-(2-methoxyethyl)benzene). Yield: 87.2%. Reaction SMILES: [CH3:1][O:2][CH2:3][O:4][C:5]1[CH:10]=[C:9]([CH2:11][CH2:12][O:13][CH3:14])[CH:8]=[C:7]([O:15][CH2:16][O:17][CH3:18])[CH:6]=1.[Br:19]N1C(=O)CCC1=O.O>CN(C)C=O>[CH3:18][O:17][CH2:16][O:15][C:7]1[C:8]([Br:19])=[C:9]([CH2:11][CH2:12][O:13][CH3:14])[CH:10]=[C:5]([O:4][CH2:3][O:2][CH3:1])[CH:6]=1. Procedure: 1,3-Bis(methoxymethoxy)-5-(2-methoxyethyl)benzene (5.00 g, 19.5 mmol) obtained in Example 1, Step 3 was dissolved in N,N-dimethylformamide (40 mL). After the solution was cooled to 4° C., N-bromosuccinimide (3.47 g, 19.5 mmol) was added thereto, followed by stirring for 1 hour. To the reaction mixture was added water (0.10 L), and the mixture was extracted with a mixed solvent of hexane and ethyl acetate (hexane/ethyl acetate=1/1, 0.30 L). The organic layer was dried over anhydrous sodium sulfat... Starting materials: Cc1cc(Br)cc(C)c1C(=O)N1CCC(N2CCCC2CO)CC1, OB(O)c1ccc(OC(F)(F)F)cc1. Yields the product Cc1cc(-c2ccc(OC(F)(F)F)cc2)cc(C)c1C(=O)N1CCC(N2CCCC2CO)CC1. Reaction SMILES: [Br:1][c:2]1[cH:3][c:4]([CH3:24])[c:5]([C:9](=[O:10])[N:11]2[CH2:12][CH2:13][CH:14]([N:17]3[CH:18]([CH2:22][OH:23])[CH2:19][CH2:20][CH2:21]3)[CH2:15][CH2:16]2)[c:6]([CH3:8])[cH:7]1.[F:25][C:26]([O:27][c:28]1[cH:29][cH:30][c:31]([B:34]([OH:35])[OH:36])[cH:32][cH:33]1)([F:37])[F:38]>>[c:2]1(-[c:31]2[cH:30][cH:29][c:28]([O:27][C:26]([F:25])([F:37])[F:38])[cH:33][cH:32]2)[cH:3][c:4]([CH3:24])[c:5]([C:9](=[O:10])[N:11]2[CH2:12][CH2:13][CH:14]([N:17]3[CH:18]([CH2:22][OH:23])[CH2:19][CH2:20][CH2:21]3)[CH2:15][CH2:16]2)[c:6]([CH3:8])[cH:7]1. Reactants: C1COCCO1, Cl, CC(C)(C)OC(=O)N1CCC(Nc2ccc(F)cc2)CC1, [Na+], [OH-], O. Yields the product Fc1ccc(NC2CCNCC2)cc1. As a reaction SMILES: [CH2:25]1[O:26][CH2:27][CH2:28][O:29][CH2:30]1.[ClH:24].[F:1][c:2]1[cH:3][cH:4][c:5]([NH:8][CH:9]2[CH2:10][CH2:11][N:12]([C:15]([O:16][C:17]([CH3:18])([CH3:19])[CH3:20])=[O:21])[CH2:13][CH2:14]2)[cH:6][cH:7]1.[Na+:23].[OH-:22].[OH2:31]>>[F:1][c:2]1[cH:3][cH:4][c:5]([NH:8][CH:9]2[CH2:10][CH2:11][NH:12][CH2:13][CH2:14]2)[cH:6][cH:7]1. Starting materials: ClC1=CC=C(C(C=O)=C1)O (5-chlorosalicylaldehyde), IN1C(CCC1=O)=O (N-iodosuccinimide). Solvent: CN(C=O)C (dimethylformamide), C(C)(=O)OCC (ethyl acetate). Run at time 2 day. Product: IC1=C(C(C=O)=CC(=C1)Cl)O (3-iodo-5-chlorosalicylaldehyde). Isolated yield 645.2%. RXN SMILES: [Cl:1][C:2]1[CH:9]=[C:6]([CH:7]=[O:8])[C:5]([OH:10])=[CH:4][CH:3]=1.[I:11]N1C(=O)CCC1=O>CN(C)C=O.C(OCC)(=O)C>[I:11][C:4]1[CH:3]=[C:2]([Cl:1])[CH:9]=[C:6]([CH:7]=[O:8])[C:5]=1[OH:10]. Procedure details: N-lodosuccinimide (144.0 g, 0.641 mole) was added to a solution of 5-chlorosalicylaldehyde (100 g, 0.638 mole) in dimethylformamide (400 mL). The reaction mixture was stirred for 2 days at room temperature. Additional N-iodosuccinimide (20.0 g) was added and the stirring was continued for an additional 2 days. The reaction mixture was diluted with ethyl acetate (1 L), washed with hydrochloric acid (300 mL, 0.1 N), water (300 mL), sodium thiosulfate (5%, 300 mL), brine (300 mL), dried (MgSO4) and...